describe an organic reaction: reactants, conditions, products, and yield From a dataset of the Open Reaction Database (ORD), a public repository of structured organic reaction records. The reactants are solid, [H-].[Na+] (NaH), nitrile, ClC1=CC=C(C=C1)CCC(C#N)C1=CC=CC=C1 (4-(4-chlorophenyl)-2-phenylbutanenitrile), BrC=1C=NC=NC1 (5-bromopyrimidine). Solvent: CN(C)C=O (DMF), CN(C)C=O (DMF). Run at time 45 minute. The product is ClC1=CC=C(C=C1)CCC(C#N)(C=1C=NC=NC1)C1=CC=CC=C1 (4-(4-chlorophenyl)-2-phenyl-2-(5-pyrimidinyl)butanenitrile). As a reaction SMILES: [H-].[Na+].[Cl:3][C:4]1[CH:9]=[CH:8][C:7]([CH2:10][CH2:11][CH:12]([C:15]2[CH:20]=[CH:19][CH:18]=[CH:17][CH:16]=2)[C:13]#[N:14])=[CH:6][CH:5]=1.Br[C:22]1[CH:23]=[N:24][CH:25]=[N:26][CH:27]=1>CN(C=O)C>[Cl:3][C:4]1[CH:5]=[CH:6][C:7]([CH2:10][CH2:11][C:12]([C:15]2[CH:16]=[CH:17][CH:18]=[CH:19][CH:20]=2)([C:22]2[CH:23]=[N:24][CH:25]=[N:26][CH:27]=2)[C:13]#[N:14])=[CH:8][CH:9]=1 |f:0.1|. Reported procedure: In a 250 ml. 3 neck round bottomed flask under nitrogen was charged 1.2 g of 60% NaH (1.5 eq., 0.0293 moles), washed 2 times with 15 ml. hexanes, in 40 ml. DMF. Dropwise was added 5.0 g. of 4-(4-chlorophenyl)-2-phenylbutanenitrile (1.0 eq., 0.0195 moles) in 10 ml. of DMF and was stirred for one hour at rt. This was followed by the addition of 4.67 g. of 5-bromopyrimidine (1.5 eq., 0.0293 moles) in 10 ml. of DMF to the reaction mixture which resulted in an exotherm to 35° C. After 45 min. GLC ana...